Dataset: the Open Reaction Database (ORD), a public repository of structured organic reaction records. Task: describe an organic reaction: reactants, conditions, products, and yield As a reaction SMILES: [SH:1][C:2]1[CH:9]=[CH:8][CH:7]=[CH:6][C:3]=1[CH2:4][OH:5].[H-].[Na+].C(O)(=O)C.C([O:19][C:20]1[C:21]([CH2:30]O)=[CH:22][C:23]2[O:28][CH2:27][CH2:26][CH2:25][C:24]=2[CH:29]=1)(=O)C>CN(C)C=O>[OH:19][C:20]1[C:21]([CH2:30][S:1][C:2]2[CH:9]=[CH:8][CH:7]=[CH:6][C:3]=2[CH2:4][OH:5])=[CH:22][C:23]2[O:28][CH2:27][CH2:26][CH2:25][C:24]=2[CH:29]=1 |f:1.2,3.4|. Starting materials: SC1=C(CO)C=CC=C1 (o-mercaptobenzylalcohol), [H-].[Na+] (sodium hydride), C(C)(=O)O.C(C)(=O)OC=1C(=CC2=C(CCCO2)C1)CO (6-acetoxy-7-hydroxymethyl-3,4-dihydrobenzopyran acetate). The solvent is CN(C=O)C (dimethylformamide), CN(C=O)C (dimethylformamide). Yields the product OC=1C(=CC2=C(CCCO2)C1)CSC1=C(C=CC=C1)CO (6-hydroxy-7-(2-hydroxymethylphenyl)thiomethyl-3,4-dihydrobenzopyran). Conditions: time 30 minute. Reported procedure: To a solution of o-mercaptobenzylalcohol (289 mg, 2.06 mmol) in dry dimethylformamide (3 mL) was added sodium hydride (60% dispersion in mineral oil, 83 mg, 2.07 mmol) portionwise and the mixture allowed to stir for 30 minutes. To the resulting solution was added dropwise a solution of 6-acetoxy-7-hydroxymethyl-3,4-dihydrobenzopyran acetate (543 mg, 2.06 mmol) in dry dimethylformamide and the mixture allowed to stir at room temperature under nitrogen for three hours, heated to 50° for 30 minutes...